From a dataset of the Open Reaction Database (ORD), a public repository of structured organic reaction records. describe an organic reaction: reactants, conditions, products, and yield Starting materials: CC(=O)C1=CC(=C(C(=C1)Br)O)Br (3,5-dibromo-4-hydroxyacetophenone), C(=O)([O-])[O-].[K+].[K+] (K2CO3), BrCCCBr (1,3-dibromo- propane). The solvent is C(C)#N (acetonitrile). Yields the product BrCCCOC1=C(C=C(C=C1Br)C(C)=O)Br (1-[4-(3-bromopropoxy)-3,5-dibromophenyl]ethanone). Reaction SMILES: [CH3:1][C:2]([C:4]1[CH:9]=[C:8]([Br:10])[C:7]([OH:11])=[C:6]([Br:12])[CH:5]=1)=[O:3].C([O-])([O-])=O.[K+].[K+].[Br:19][CH2:20][CH2:21][CH2:22]Br>C(#N)C>[Br:19][CH2:20][CH2:21][CH2:22][O:11][C:7]1[C:6]([Br:12])=[CH:5][C:4]([C:2](=[O:3])[CH3:1])=[CH:9][C:8]=1[Br:10] |f:1.2.3|. Reported procedure: A stirred mixture of 3,5-dibromo-4-hydroxyacetophenone (3.0 g, 10.1 mmol), K2CO3 (2.8 g, 20.3 mmol), 1,3-dibromo- propane (4.0 g, 19.8 mmol) in acetonitrile (100 ml) was heated at reflux for 5 hours. The solvent was removed. The crude product was extracted into dichloromethane (150 ml) and the insoluble inorganics were filtered off. The solution was concentrated to dryness again. Purification was carried out by flash chromatography on silica gel (45 g, SiO2 ; eluted with 1:1 hexane:dichlorometha...